From a dataset of the Open Reaction Database (ORD), a public repository of structured organic reaction records. describe an organic reaction: reactants, conditions, products, and yield Starting materials: Cl (hydrochloric acid), C(C)#N (acetonitrile), C(C)(C)(C)OC(=O)N1CCNCC1 (N-(tert-butoxycarbonyl)piperazine), CN(C(=O)Cl)C1=CC=CC=C1 (N-methyl-N-phenylcarbamoyl chloride). Solvent: C(C)N(CC)CC (triethylamine). Run at time 15 hour. The product is Cl.CN(C(=O)N1CCNCC1)C1=CC=CC=C1 (1-(N-methyl-N-phenylaminocarbonyl)piperazine.hydrochloride). Reaction SMILES: C(#N)C.C(O[C:9]([N:11]1[CH2:16][CH2:15][NH:14][CH2:13][CH2:12]1)=[O:10])(C)(C)C.[CH3:17][N:18]([C:22]1[CH:27]=[CH:26][CH:25]=[CH:24][CH:23]=1)C([Cl:21])=O.Cl>C(N(CC)CC)C>[ClH:21].[CH3:17][N:18]([C:22]1[CH:27]=[CH:26][CH:25]=[CH:24][CH:23]=1)[C:9]([N:11]1[CH2:12][CH2:13][NH:14][CH2:15][CH2:16]1)=[O:10] |f:5.6|. Reported procedure: An acetonitrile (7 ml) solution containing N-(tert-butoxycarbonyl)piperazine (700 mg), N-methyl-N-phenylcarbamoyl chloride (700 mg) and triethylamine (1.05 mL) was stirred at room temperature for 15 hours to undergo reaction, and the resulting compound was acid-treated with hydrochloric acid to obtain 1-(N-methyl-N-phenylaminocarbonyl)piperazine.hydrochloride. Reaction conditions: time 3 hour. The solvent is O.C1CCOC1 (water THF). Yield: 82.6%. Product: BrC=1C=C2C(=NC1)NC=C2C=2N=C(SC2)C(=O)O (4-(5-bromo-1H-pyrrolo[2,3-b]pyridin-3-yl)thiazole-2-carboxylic acid). As a reaction SMILES: Br.[Br:2][C:3]1[CH:4]=[C:5]2[C:11]([C:12]3[N:13]=[C:14]([C:17]([O:19]CC)=[O:18])[S:15][CH:16]=3)=[CH:10][NH:9][C:6]2=[N:7][CH:8]=1.O[Li].O>O.C1COCC1>[Br:2][C:3]1[CH:4]=[C:5]2[C:11]([C:12]3[N:13]=[C:14]([C:17]([OH:19])=[O:18])[S:15][CH:16]=3)=[CH:10][NH:9][C:6]2=[N:7][CH:8]=1 |f:0.1,2.3,4.5|. Reactants: Br.BrC=1C=C2C(=NC1)NC=C2C=2N=C(SC2)C(=O)OCC (ethyl 4-(5-bromo-1H-pyrrolo[2,3-b]pyridin-3-yl)thiazole-2-carboxylate hydrobromide), O[Li].O (LiOH·H2O). Procedure: To a stirred solution of ethyl 4-(5-bromo-1H-pyrrolo[2,3-b]pyridin-3-yl)thiazole-2-carboxylate hydrobromide (XXIII-a) (4.03 g, 9.30 mmol) in water:THF 1:1 (50 mL) was added LiOH·H2O (900 mg, 21.45 mmol) portionwise over 30 min. After stirring for 3 h, the reaction mixture was filtered to afford a yellow solid (2.49 g). The filtrate was then concentration to ˜20 mL by evaporation, and filtered again to afford a further 820 mg of yellow solid. The solids were combined to afford (XXIII-b) (3.31g, c... Reactants: CCCCO, O=[N+]([O-])c1cc(C(F)(F)F)ccc1Cl, NCCCO. The product is O=[N+]([O-])c1cc(C(F)(F)F)ccc1NCCCO. Reaction SMILES: [CH2:20]([OH:21])[CH2:22][CH2:23][CH3:24].[Cl:1][c:2]1[c:3]([N+:12](=[O:13])[O-:14])[cH:4][c:5]([C:8]([F:9])([F:10])[F:11])[cH:6][cH:7]1.[NH2:15][CH2:16][CH2:17][CH2:18][OH:19]>>[c:2]1([NH:15][CH2:16][CH2:17][CH2:18][OH:19])[c:3]([N+:12](=[O:13])[O-:14])[cH:4][c:5]([C:8]([F:9])([F:10])[F:11])[cH:6][cH:7]1. Product: CC(C)(C)OC(=O)NC1CCCCC1(C)O. Reactants: C[Mg+], [Cl-], C1CCOC1, CC(C)(C)OC(=O)NC1CCCCC1=O. As a reaction SMILES: [CH3:2][Mg+:3].[Cl-:1].[O:19]1[CH2:20][CH2:21][CH2:22][CH2:23]1.[O:4]=[C:5]1[CH:6]([NH:11][C:12]([O:13][C:14]([CH3:15])([CH3:16])[CH3:17])=[O:18])[CH2:7][CH2:8][CH2:9][CH2:10]1>>[CH3:2][C:5]1([OH:4])[CH:6]([NH:11][C:12]([O:13][C:14]([CH3:15])([CH3:16])[CH3:17])=[O:18])[CH2:7][CH2:8][CH2:9][CH2:10]1. The reactants are ClCC=1C=CC(=NC1)OC (5-chloromethyl-2-methoxypyridine), C(C1=CC=CC=C1)OC1=C2CCCC(C2=CC=C1)C(=O)NC=1C=NC(=CC1)C(C)C (5-benzyloxy-N-(6-isopropylpyridin-3-yl)-1,2,3,4-tetrahydronaphthalene-1-carboxamide). Product: C(C1=CC=CC=C1)OC1=C2CCCC(C2=CC=C1)C(=O)N(CC=1C=NC(=CC1)OC)C=1C=NC(=CC1)C(C)C (5-benzyloxy-N-(6-isopropylpyridin-3-yl)-N-[(6-methoxypyridin-3-yl)methyl]-1,2,3,4-tetrahydronaphthalene-1-carboxamide). Yield: 108.5%. As a reaction SMILES: Cl[CH2:2][C:3]1[CH:4]=[CH:5][C:6]([O:9][CH3:10])=[N:7][CH:8]=1.[CH2:11]([O:18][C:19]1[CH:28]=[CH:27][CH:26]=[C:25]2[C:20]=1[CH2:21][CH2:22][CH2:23][CH:24]2[C:29]([NH:31][C:32]1[CH:33]=[N:34][C:35]([CH:38]([CH3:40])[CH3:39])=[CH:36][CH:37]=1)=[O:30])[C:12]1[CH:17]=[CH:16][CH:15]=[CH:14][CH:13]=1>>[CH2:11]([O:18][C:19]1[CH:28]=[CH:27][CH:26]=[C:25]2[C:20]=1[CH2:21][CH2:22][CH2:23][CH:24]2[C:29]([N:31]([C:32]1[CH:33]=[N:34][C:35]([CH:38]([CH3:40])[CH3:39])=[CH:36][CH:37]=1)[CH2:2][C:3]1[CH:8]=[N:7][C:6]([O:9][CH3:10])=[CH:5][CH:4]=1)=[O:30])[C:12]1[CH:17]=[CH:16][CH:15]=[CH:14][CH:13]=1. Procedure details: By the reaction and treatment in the same manner as in Example 132 using 5-chloromethyl-2-methoxypyridine (0.63 g) and 5-benzyloxy-N-(6-isopropylpyridin-3-yl)-1,2,3,4-tetrahydronaphthalene-1-carboxamide (0.87 g) as starting materials, 5-benzyloxy-N-(6-isopropylpyridin-3-yl)-N-[(6-methoxypyridin-3-yl)methyl]-1,2,3,4-tetrahydronaphthalene-1-carboxamide (1.23 g) was obtained. Starting materials: C1(CCC1)N1CCC(CC1)OC1=CC=C(C=C1)C1(CCOCC1)C(N)=S (4-{4-[(1-cyclobutylpiperidin-4-yl)oxy]phenyl}tetrahydro-2H-pyran-4-carbothioamide), ClCC(C)=O (chloroacetone). Yields the product C1(CCC1)N1CCC(CC1)OC1=CC=C(C=C1)C1(CCOCC1)C=1SC=C(N1)C (1-cyclobutyl-4-{4-[4-(4-methyl-1,3-thiazol-2-yl)tetrahydro-2H-pyran-4-yl]phenoxy}piperidine). Isolated yield 83.0%. Reaction SMILES: [CH:1]1([N:5]2[CH2:10][CH2:9][CH:8]([O:11][C:12]3[CH:17]=[CH:16][C:15]([C:18]4([C:24](=[S:26])[NH2:25])[CH2:23][CH2:22][O:21][CH2:20][CH2:19]4)=[CH:14][CH:13]=3)[CH2:7][CH2:6]2)[CH2:4][CH2:3][CH2:2]1.Cl[CH2:28][C:29](=O)[CH3:30]>>[CH:1]1([N:5]2[CH2:10][CH2:9][CH:8]([O:11][C:12]3[CH:17]=[CH:16][C:15]([C:18]4([C:24]5[S:26][CH:28]=[C:29]([CH3:30])[N:25]=5)[CH2:23][CH2:22][O:21][CH2:20][CH2:19]4)=[CH:14][CH:13]=3)[CH2:7][CH2:6]2)[CH2:2][CH2:3][CH2:4]1. Reported procedure: The title compound (155 mg, 83%) was prepared from 4-{4-[(1-cyclobutylpiperidin-4-yl)oxy]phenyl}tetrahydro-2H-pyran-4-carbothioamide and chloroacetone similarly to the procedure used for example 136. 1H NMR (400 MHz, CDCl3) δ 1.64-1.71 (m, 2H), 1.78-1.81 (m, 2H), 1.88-2.04 (m, 6H), 2.10-2.20 (m, 2H), 2.31-2.38 (m, 2H), 2.42 (s, 3H), 2.61-2.64 (m, 4H), 2.74 (m, 1H), 3.71 (t, 2H), 3.81-3.85 (m, 2H), 4.28 (m, 1H), 6.75 (s, 1H), 6.83 (d, 2H), 7.23 (d, 2H). HRMS ESI+ m/z 413.2257 [MH]+. Starting materials: CCCSc1c(C(=O)O)cnn1-c1ccc(C(=O)OC)cc1, CCN=C=NCCCN(C)C, CCOC(C)=O, CCN(C(C)C)C(C)C, NC1CCOCC1, CN(C)C=O, On1nnc2ccccc21. The product is CCCSc1c(C(=O)NC2CCOCC2)cnn1-c1ccc(C(=O)OC)cc1. As a reaction SMILES: [CH3:1][O:2][C:3](=[O:4])[c:5]1[cH:6][cH:7][c:8](-[n:11]2[n:12][cH:13][c:14]([C:20](=[O:21])[OH:22])[c:15]2[S:16][CH2:17][CH2:18][CH3:19])[cH:9][cH:10]1.[CH3:49][CH2:50][N:51]=[C:52]=[N:53][CH2:54][CH2:55][CH2:56][N:57]([CH3:58])[CH3:59].[CH3:65][CH2:66][O:67][C:68](=[O:69])[CH3:70].[CH:40]([N:41]([CH2:42][CH3:43])[CH:44]([CH3:45])[CH3:46])([CH3:47])[CH3:48].[NH2:23][CH:24]1[CH2:25][CH2:26][O:27][CH2:28][CH2:29]1.[O:60]=[CH:61][N:62]([CH3:63])[CH3:64].[OH:30][n:31]1[c:32]2[c:33]([cH:34][cH:35][cH:36][cH:37]2)[n:38][n:39]1>>[CH3:1][O:2][C:3](=[O:4])[c:5]1[cH:6][cH:7][c:8](-[n:11]2[n:12][cH:13][c:14]([C:20](=[O:22])[NH:23][CH:24]3[CH2:25][CH2:26][O:27][CH2:28][CH2:29]3)[c:15]2[S:16][CH2:17][CH2:18][CH3:19])[cH:9][cH:10]1. Reactants: O=C(n1ccnc1)n1ccnc1, O=C(O)Cn1c(-c2ccc(Cl)cc2)nc2cccnc21, NC1=NCCS1, C1CCOC1, O. Yields the product O=C(Cn1c(-c2ccc(Cl)cc2)nc2cccnc21)NC1=NCCS1. RXN SMILES: [C:21]([n:22]1[cH:23][cH:24][n:25][cH:26]1)([n:27]1[cH:28][cH:29][n:30][cH:31]1)=[O:32].[Cl:1][c:2]1[cH:3][cH:4][c:5](-[c:8]2[n:9][c:10]3[c:11]([n:12][cH:13][cH:14][cH:15]3)[n:16]2[CH2:17][C:18](=[O:19])[OH:20])[cH:6][cH:7]1.[NH2:38][C:39]1=[N:43][CH2:42][CH2:41][S:40]1.[O:33]1[CH2:34][CH2:35][CH2:36][CH2:37]1.[OH2:44]>>[Cl:1][c:2]1[cH:3][cH:4][c:5](-[c:8]2[n:9][c:10]3[c:11]([n:12][cH:13][cH:14][cH:15]3)[n:16]2[CH2:17][C:18](=[O:20])[NH:38][C:39]2=[N:43][CH2:42][CH2:41][S:40]2)[cH:6][cH:7]1. Starting materials: Mylar, quartz, B79, CCCCOC(=O)C1=CC=CC=C1C(=O)OCC2=CC=CC=C2 (Santicizer 160), C1=C(N(C(=C1)[N+](=O)[O-])CCO)C(=O)N (NP-10), O (water), O (water), solvent, C(C)(=O)CC(C)=O (acetylacetone), C(C(C)[*:2])[*:1] (polypropylene). Solvent: CC(=O)C (acetone). The product is C(C)(=O)CC(C)=O.CC(=O)C (Acetylacetone Acetone). RXN SMILES: C1C=C([N+]([O-])=O)N(CCO)C=1C(N)=O.O.[C:16]([CH2:19][C:20](=[O:22])[CH3:21])(=[O:18])[CH3:17].CCCCOC(C1C(C(OCC2C=CC=CC=2)=O)=CC=CC=1)=O>CC(C)=O>[C:16]([CH2:19][C:20](=[O:22])[CH3:21])(=[O:18])[CH3:17].[CH3:17][C:16]([CH3:19])=[O:18] |f:5.6|. Procedure: On the first day, 1.31 grams of dispersant, NP-10 (Union Carbide), 1.6 grams of high-resistivity water (very pure water prepared in-house for semiconductor work) and 15 grams of solvent mixture (made from 172 ml acetone and 28 ml acetylacetone) were added and mixed well in a 250 ml polypropylene bottle. Then, 13.0 grams of borosilicate glass powder and 8.75 grams of quartz were added into the mixture and ball milled overnight using 10 mm diameter ZrO2 balls. On the second day, 0.2 gram of binder... Reaction SMILES: [Cl:1][CH2:2][C:3](Cl)=[O:4].[C:6]([NH:9][C:10]1[CH:15]=[CH:14][CH:13]=[CH:12][CH:11]=1)(=[O:8])[CH3:7].[Cl-].[Al+3].[Cl-].[Cl-]>ClCCCl>[Cl:1][CH2:2][C:3]([C:13]1[CH:14]=[CH:15][C:10]([NH:9][C:6](=[O:8])[CH3:7])=[CH:11][CH:12]=1)=[O:4] |f:2.3.4.5|. The solvent is ClCCCl (1,2-dichloroethane). Run at temperature 60 celsius. The product is ClCC(=O)C1=CC=C(C=C1)NC(C)=O (N-(4-Chloroacetylphenyl)acetamide). Procedure details: 23.5 mmol of chloroacetyl chloride and, in portions, 18.1 mmol of acetanilide, are added slowly, under an argon atmosphere, to 108 mmol of aluminium chloride in 90 ml of 1,2-dichloroethane. The reaction mixture is heated at 60° C. for 2 hours and then cooled with an ice bath. After slow hydrolysis using ice, and filtration, the precipitate obtained is washed with ethyl ether and dried. The expected product so obtained is used in the following without being purified. The reactants are ClCC(=O)Cl (chloroacetyl chloride), C(C)(=O)NC1=CC=CC=C1 (acetanilide), [Cl-].[Al+3].[Cl-].[Cl-] (aluminium chloride).